Dataset: the Open Reaction Database (ORD), a public repository of structured organic reaction records. Task: describe an organic reaction: reactants, conditions, products, and yield The reactants are C[O-], CO, COC(=O)c1cc([N+](=O)[O-])cc([N+](=O)[O-])c1, [Na+], [Na]. The product is COC(=O)c1cc(OC)cc([N+](=O)[O-])c1. RXN SMILES: [CH3:17][O-:18].[CH3:21][OH:22].[N+:1](=[O:2])([O-:3])[c:4]1[cH:5][c:6]([C:7](=[O:8])[O:9][CH3:10])[cH:11][c:12]([N+:14]([O-:15])=[O:16])[cH:13]1.[Na+:19].[Na:20]>>[N+:1](=[O:2])([O-:3])[c:4]1[cH:5][c:6]([C:7](=[O:8])[O:9][CH3:10])[cH:11][c:12]([O:18][CH3:17])[cH:13]1. The reactants are COC(=O)c1ccc(CBr)c(OC)c1, CO, O=[N+]([O-])c1ccc2c(Cl)n[n-]c2c1, [Na+]. Yields the product COC(=O)c1ccc(Cn2nc(Cl)c3ccc([N+](=O)[O-])cc32)c(OC)c1. As a reaction SMILES: [CH3:15][O:16][c:17]1[cH:18][c:19]([C:20](=[O:21])[O:22][CH3:23])[cH:24][cH:25][c:26]1[CH2:27][Br:28].[CH3:29][OH:30].[Cl:1][c:2]1[n:3][n-:4][c:5]2[cH:6][c:7]([N+:11](=[O:12])[O-:13])[cH:8][cH:9][c:10]12.[Na+:14]>>[Cl:1][c:2]1[n:3][n:4]([CH2:27][c:26]2[c:17]([O:16][CH3:15])[cH:18][c:19]([C:20](=[O:21])[O:22][CH3:23])[cH:24][cH:25]2)[c:5]2[cH:6][c:7]([N+:11](=[O:12])[O-:13])[cH:8][cH:9][c:10]12. Reactants: Cl (HCl), CN(C)C(=[N+](C)C)ON1C2=C(C=CC=C2)N=N1.[B-](F)(F)(F)F (TBTU), CCN(C(C)C)C(C)C (DIPEA), C(C)(C)(C)OC(=O)[C@H]1N(CCC1)S(=O)(=O)C1=CN=C2N1[C@@](C(N2C2=CC(=CC(=C2)Cl)Cl)=O)(CC2=CC=C(C=C2)C=2C=NC=NC2)C ((S)—-[(R)-7-(3,5-dichloro-phenyl)-5-methyl-6-oxo-5-(4-pyrimidin-5-yl-benzyl)-6,7-dihydro-5H-imidazo[1,2-α]imidazole-3-sulfonyl]-pyrrolidine-2-carboxylic acid tert-butyl ester), COC(CCN)=O (β-alanine methyl ester). Run in C(Cl)Cl (CH2Cl2), CN(C)C=O.C(Cl)Cl (DMF CH2Cl2). Reaction conditions: temperature 50 celsius, time 1 hour. Product: C(N)(=O)CCNC(=O)[C@H]1N(CCC1)S(=O)(=O)C1=CN=C2N1[C@@](C(N2C2=CC(=CC(=C2)Cl)Cl)=O)(CC2=CC=C(C=C2)C=2C=NC=NC2)C ((S)-1-[(R)-7-(3,5-dichloro-phenyl)-5-methyl-6-oxo-5-(4-pyrimidin-5-yl-benzyl)-6,7-dihydro-5H-imidazo[1,2-α]imidazole-3-sulfonyl]-pyrrolidine-2-carboxylic acid (2-carbamoyl-ethyl)-amide). Yield: 10.3%. As a reaction SMILES: C[N:2](C(ON1N=NC2C=CC=CC1=2)=[N+](C)C)C.[B-](F)(F)(F)F.C(O[C:28]([C@@H:30]1[CH2:34][CH2:33][CH2:32][N:31]1[S:35]([C:38]1[N:42]2[C@:43]([CH3:68])([CH2:55][C:56]3[CH:61]=[CH:60][C:59]([C:62]4[CH:63]=[N:64][CH:65]=[N:66][CH:67]=4)=[CH:58][CH:57]=3)[C:44](=[O:54])[N:45]([C:46]3[CH:51]=[C:50]([Cl:52])[CH:49]=[C:48]([Cl:53])[CH:47]=3)[C:41]2=[N:40][CH:39]=1)(=[O:37])=[O:36])=[O:29])(C)(C)C.C[O:70][C:71](=O)[CH2:72][CH2:73][NH2:74].CCN(C(C)C)C(C)C.Cl>CN(C=O)C.C(Cl)Cl.C(Cl)Cl>[C:71]([CH2:72][CH2:73][NH:74][C:28]([C@@H:30]1[CH2:34][CH2:33][CH2:32][N:31]1[S:35]([C:38]1[N:42]2[C@:43]([CH3:68])([CH2:55][C:56]3[CH:57]=[CH:58][C:59]([C:62]4[CH:63]=[N:64][CH:65]=[N:66][CH:67]=4)=[CH:60][CH:61]=3)[C:44](=[O:54])[N:45]([C:46]3[CH:51]=[C:50]([Cl:52])[CH:49]=[C:48]([Cl:53])[CH:47]=3)[C:41]2=[N:40][CH:39]=1)(=[O:37])=[O:36])=[O:29])(=[O:70])[NH2:2] |f:0.1,6.7|. Procedure details: TBTU (0.15 g), (S)-1-[(R)-7-(3,5-dichlorophenyl)-5-methyl-6 oxo-5-(4-pyrimidin-5-yl-benzyl)-6,7-dihydro-5H-imidazo[1,2-α]imidazole-3-sulfonyl]-pyrrolidine-2-carboxylic acid (Example 14) (0.20 g), β-alanine methyl ester (0.067 g) and DIPEA (0.14 mL) were combined in 1% DMF—CH2Cl2 (10.1 mL) at room temperature and the solution was stirred for 1 h. The reaction was diluted with CH2Cl2, poured into 1N HCl, a nd extracted with CH2Cl2. The organic layers were combined and washed with saturated aqueous... RXN SMILES: [CH3:1][O:2][C:3]1([O:25][CH3:26])[CH2:8][CH2:7][C:6]([C:11]2[CH:16]=[CH:15][C:14]([O:17][CH3:18])=[C:13]([O:19][CH:20]3[CH2:24][CH2:23][CH2:22][CH2:21]3)[CH:12]=2)(CO)[CH2:5][CH2:4]1.C(N(S(F)(F)[F:33])CC)C.[C:36](=[O:39])([O-])[O-].[Na+].[Na+]>C(Cl)Cl>[CH3:26][O:25][C:3]1([O:2][CH3:1])[CH2:4][CH2:5][C:6]([C:11]2[CH:16]=[CH:15][C:14]([O:17][CH3:18])=[C:13]([O:19][CH:20]3[CH2:21][CH2:22][CH2:23][CH2:24]3)[CH:12]=2)([O:39][CH2:36][F:33])[CH2:7][CH2:8]1 |f:2.3.4|. The product is COC1(CCC(CC1)(OCF)C1=CC(=C(C=C1)OC)OC1CCCC1)OC (4-(3-Cyclopentyloxy-4-methoxyphenyl)-4-(fluoromethoxy)cyclohexan-1-one dimethyl ketal). Yield: 80.0%. Starting materials: COC1(CCC(CC1)(CO)C1=CC(=C(C=C1)OC)OC1CCCC1)OC (4-(3-cyclopentyloxy-4-methoxyphenyl)-4-(hydroxymethyl)cyclohexan-1-one dimethyl ketal), C(C)N(CC)S(F)(F)F (diethylaminosulfur trifluoride), C([O-])([O-])=O.[Na+].[Na+] (sodium carbonate). Procedure details: A solution of 4-(3-cyclopentyloxy-4-methoxyphenyl)-4-(hydroxymethyl)cyclohexan-1-one dimethyl ketal (0.37 g, 1.02 mmol) in methylene chloride (5 mL) was added dropwise to a solution of diethylaminosulfur trifluoride (0.14 mL, 1.02 mmol) at -78° C. under an argon atmosphere. The mixture was allowed to warm to room temperature and after 0.75 h, 5aqueous sodium carbonate was added. The mixture was extracted with chloroform, the organic extract was dried (magnesium sulfate) and the solvent was remov... The solvent is C(Cl)Cl (methylene chloride). The reactants are COC1=C(C=CC=C1)B(O)O (2-methoxybenzeneboronic acid), BrC1=CC=2N=CN=C(C2S1)NC1=CC=C(C=C1)NC1=CC=C(C=C1)OC (N-(6-bromo-thieno[3,2-d]pyrimidin-4-yl)-N′-(4-methoxy-phenyl)-benzene-1,4-diamine). The product is COC1=CC=C(C=C1)NC1=CC=C(C=C1)NC=1C2=C(N=CN1)C=C(S2)C2=CC=C(C=C2)OC (N-(4-Methoxy-phenyl )-N′-[6-(4-methoxy-phenyl )-thieno[3,2-d]pyrimid in-4-yl]-benzene-1,4-diamine). Reaction SMILES: [CH3:1][O:2][C:3]1[CH:8]=[CH:7][CH:6]=[CH:5][C:4]=1B(O)O.Br[C:13]1[S:21][C:20]2[C:19]([NH:22][C:23]3[CH:28]=[CH:27][C:26]([NH:29][C:30]4[CH:35]=[CH:34][C:33]([O:36][CH3:37])=[CH:32][CH:31]=4)=[CH:25][CH:24]=3)=[N:18][CH:17]=[N:16][C:15]=2[CH:14]=1>>[CH3:37][O:36][C:33]1[CH:34]=[CH:35][C:30]([NH:29][C:26]2[CH:27]=[CH:28][C:23]([NH:22][C:19]3[C:20]4[S:21][C:13]([C:6]5[CH:7]=[CH:8][C:3]([O:2][CH3:1])=[CH:4][CH:5]=5)=[CH:14][C:15]=4[N:16]=[CH:17][N:18]=3)=[CH:24][CH:25]=2)=[CH:31][CH:32]=1. Reported procedure: The title compound was prepared from 2-methoxybenzeneboronic acid and N-(6-bromo-thieno[3,2-d]pyrimidin-4-yl)-N′-(4-methoxy-phenyl)-benzene-1,4-diamine by a procedure analogous to example 2. M.P. 159-169° C.; LC-MS: 454.31 (MH+); HPLC RT: 7.003 minutes. Starting materials: C(C)C1=NC=2N(C(N(C)C(C2N1CCCOC1=CC=CC=C1)=O)=O)C (8-ethyl-7-(3-phenoxypropyl)theophylline), Br (hydrogen bromide), [OH-].[Na+] (sodium hydroxide). Product: BrCCCN1C(=NC=2N(C(N(C)C(C12)=O)=O)C)CC (7-(3-Bromopropyl)-8-ethyltheophylline). Isolated yield 82.0%. As a reaction SMILES: [CH2:1]([C:3]1[N:12]([CH2:13][CH2:14][CH2:15]OC2C=CC=CC=2)[C:11]2[C:10](=[O:23])[N:8]([CH3:9])[C:7](=[O:24])[N:6]([CH3:25])[C:5]=2[N:4]=1)[CH3:2].[OH-].[Na+].[BrH:28]>>[Br:28][CH2:15][CH2:14][CH2:13][N:12]1[C:11]2[C:10](=[O:23])[N:8]([CH3:9])[C:7](=[O:24])[N:6]([CH3:25])[C:5]=2[N:4]=[C:3]1[CH2:1][CH3:2] |f:1.2|. Procedure: A mixture of 8-ethyl-7-(3-phenoxypropyl)theophylline (23.0 g; 0.067 M) and 48% aqueous hydrogen bromide (150 ml) was heated at reflux for 20 hours. The mixture was cooled and poured into dilute aqueous sodium hydroxide solution. The suspension was extracted with chloroform and the organic phase was washed with water, aqueous 10% sodium hydroxide solution and water and was dried (MgSO4), filtered and the filtrate was evaporated to dryness leaving a colourless solid. This solid was crystallised fr...